This data is from the Open Reaction Database (ORD), a public repository of structured organic reaction records. The task is: describe an organic reaction: reactants, conditions, products, and yield Reactants: COC(=O)C1=NC=CN=C1SCC1=CC=NC=C1 (3-(4-Pyridylmethylthio)pyrazine-2-carboxylic acid methyl ester), [OH-].[Na+] (sodium hydroxide). The solvent is CO (methanol). Run at time 7 hour. The product is N1=CC=C(C=C1)CSC=1C(=NC=CN1)C(=O)O (3-(4-Pyridylmethylthio)pyrazine-2-carboxylic acid). The yield is 85.0%. Reaction SMILES: C[O:2][C:3]([C:5]1[C:10]([S:11][CH2:12][C:13]2[CH:18]=[CH:17][N:16]=[CH:15][CH:14]=2)=[N:9][CH:8]=[CH:7][N:6]=1)=[O:4].[OH-].[Na+]>CO>[N:16]1[CH:17]=[CH:18][C:13]([CH2:12][S:11][C:10]2[C:5]([C:3]([OH:4])=[O:2])=[N:6][CH:7]=[CH:8][N:9]=2)=[CH:14][CH:15]=1 |f:1.2|. Reported procedure: 3-(4-Pyridylmethylthio)pyrazine-2-carboxylic acid methyl ester (0.21 g, 0.80 mmol, Reference compound No. 16-1) was dissolved in methanol (4.0 mL), a 1 N aqueous sodium hydroxide solution (4.0 mL) was added thereto, and then the mixture was stirred at room temperature for 7 hours. The solvent was evaporated under reduced pressure, water was added to the resulting residue, and then the mixture was adjusted to approximately pH 5 with 1N hydrochloric acid under ice-cooling. The precipitated solid w... The product is COc1ccc2c(C)cc(=O)n(CCN3CCC(NCCCc4ccccc4)CC3)c2c1. Reactants: COc1ccc2c(C)cc(=O)n(CCN3CCC(N(CCCc4ccccc4)C(=O)OC(C)(C)C)CC3)c2c1, CCOC(C)=O, ClCCl, [Na+], [OH-], O, O=C(O)C(F)(F)F. Reaction SMILES: [C:4]([O:5][C:6](=[O:7])[N:10]([CH2:11][CH2:12][CH2:13][c:14]1[cH:15][cH:16][cH:17][cH:18][cH:19]1)[CH:20]1[CH2:21][CH2:22][N:23]([CH2:26][CH2:27][n:28]2[c:29](=[O:41])[cH:30][c:31]([CH3:40])[c:32]3[cH:33][cH:34][c:35]([O:38][CH3:39])[cH:36][c:37]23)[CH2:24][CH2:25]1)([CH3:8])([CH3:9])[CH3:42].[CH3:53][CH2:54][O:55][C:56](=[O:57])[CH3:58].[Cl:1][CH2:2][Cl:3].[Na+:51].[OH-:50].[OH2:52].[OH:43][C:44]([C:45]([F:46])([F:47])[F:48])=[O:49]>>[NH:10]([CH2:11][CH2:12][CH2:13][c:14]1[cH:15][cH:16][cH:17][cH:18][cH:19]1)[CH:20]1[CH2:21][CH2:22][N:23]([CH2:26][CH2:27][n:28]2[c:29](=[O:41])[cH:30][c:31]([CH3:40])[c:32]3[cH:33][cH:34][c:35]([O:38][CH3:39])[cH:36][c:37]23)[CH2:24][CH2:25]1. Starting materials: BrC(C)C1=CC=C(C(=O)O)C=C1 (4-(1-bromo-ethyl)-benzoic acid), C[Si](C)(C)C=[N+]=[N-] (trimethylsilyldiazomethane). Solvent: C(C)OCC (diethyl ether), CO (methanol). Product: COC(C1=CC=C(C=C1)C(C)Br)=O (4-(1-Bromo-ethyl)-benzoic acid methyl ester). RXN SMILES: [Br:1][CH:2]([C:4]1[CH:12]=[CH:11][C:7]([C:8]([OH:10])=[O:9])=[CH:6][CH:5]=1)[CH3:3].[CH3:13][Si](C=[N+]=[N-])(C)C>C(OCC)C.CO>[CH3:13][O:9][C:8](=[O:10])[C:7]1[CH:11]=[CH:12][C:4]([CH:2]([Br:1])[CH3:3])=[CH:5][CH:6]=1. Procedure: A solution of 4-(1-bromo-ethyl)-benzoic acid (2.70 g, 11.8 mmol) in diethyl ether (20 mL) and methanol (5 mL) was cooled to 0° C. and treated with trimethylsilyldiazomethane (2 M in diethylether, 11.8 mL). After 1 h at 0° C. the solvents were removed under reduced pressure, the residue was re-dissolved in ethyl acetate (20 mL) and washed with aqueous NaHCO3 solution. The organic layer was collected, dried over MgSO4 and evaporated under reduced pressure.